This data is from the Open Reaction Database (ORD), a public repository of structured organic reaction records. The task is: describe an organic reaction: reactants, conditions, products, and yield Starting materials: C(C)OC(CN1N=C(C(=C1)C1=CC=C(C=C1)F)C1=CC=C(C=C1)S(=O)(=O)C)=O (ethyl[4-(4-fluorophenyl)-3-[4-(methylsulfonyl)phenyl]-1H-pyrazol-1-yl]acetate), Cl (HCl). Run in C1CCOC1 (THF), [OH-].[Li+] (lithium hydroxide). Run at temperature 25 celsius, time 24 hour. Yields the product FC1=CC=C(C=C1)C=1C(=NN(C1)CC(=O)O)C1=CC=C(C=C1)S(=O)(=O)C ([4-(4-Fluorophenyl)-3-[4-(methylsulfonyl)phenyl]-1H-pyrazol-1-yl]acetic acid). Isolated yield 59.6%. RXN SMILES: C([O:3][C:4](=[O:28])[CH2:5][N:6]1[CH:10]=[C:9]([C:11]2[CH:16]=[CH:15][C:14]([F:17])=[CH:13][CH:12]=2)[C:8]([C:18]2[CH:23]=[CH:22][C:21]([S:24]([CH3:27])(=[O:26])=[O:25])=[CH:20][CH:19]=2)=[N:7]1)C.Cl>C1COCC1.[OH-].[Li+]>[F:17][C:14]1[CH:15]=[CH:16][C:11]([C:9]2[C:8]([C:18]3[CH:23]=[CH:22][C:21]([S:24]([CH3:27])(=[O:25])=[O:26])=[CH:20][CH:19]=3)=[N:7][N:6]([CH2:5][C:4]([OH:28])=[O:3])[CH:10]=2)=[CH:12][CH:13]=1 |f:3.4|. Reported procedure: To a solution of ethyl[4-(4-fluorophenyl)-3-[4-(methylsulfonyl)phenyl]-1H-pyrazol-1-yl]acetate from Step 1 (1.05 g, 2.6 mmol) in THF (20 mL) was added 3.0 mL of aqueous in lithium hydroxide at 25° C. under nitrogen and the mixture stirred at 25° C. for 24 hours. The mixture was acidified with 2N HCl, extracted with two portions ethyl acetate and the organic layer separated, washed with brine, dried over MgSO4 and concentrated in vacuo. Chromatographic purification on silica gel using 20% ethanol... The reactants are S(O)(O)(=O)=O (sulfuric acid), C(C)(C)(C)O[K] (tert-butoxy potassium), BrC1=CC=C(C(=O)C2=CC=CC=C2)C=C1 (4-bromobenzophenone), C(C)OP(=O)(OCC)CC=1C2=CC=CC=C2C(=C2C=CC=CC12)CP(=O)(OCC)OCC (9,10-bis-(diethylphosphonomethyl)anthracene). The solvent is O (water), O1CCCC1 (tetrahydrofuran), O1CCCC1 (tetrahydrofuran). Run at time 3.5 hour. The product is BrC1=CC=C(C=C1)C(=CC=1C2=CC=CC=C2C(=C2C=CC=CC12)C=C(C1=CC=C(C=C1)Br)C1=CC=CC=C1)C1=CC=CC=C1 (9,10-bis[2-(4-bromophenyl)-2-phenylethenyl]anthracene). RXN SMILES: [Br:1][C:2]1[CH:15]=[CH:14][C:5]([C:6]([C:8]2[CH:13]=[CH:12][CH:11]=[CH:10][CH:9]=2)=O)=[CH:4][CH:3]=1.C(OP([CH2:24][C:25]1[C:26]2[C:31]([C:32]([CH2:39]P(OCC)(OCC)=O)=[C:33]3[C:38]=1[CH:37]=[CH:36][CH:35]=[CH:34]3)=[CH:30][CH:29]=[CH:28][CH:27]=2)(OCC)=O)C.[C:48](O[K])([CH3:51])([CH3:50])[CH3:49].S(=O)(=O)(O)O>O1CCCC1.O>[Br:1][C:2]1[CH:15]=[CH:14][C:5]([C:6]([C:8]2[CH:13]=[CH:12][CH:11]=[CH:10][CH:9]=2)=[CH:39][C:32]2[C:31]3[C:26]([C:25]([CH:24]=[C:49]([C:8]4[CH:13]=[CH:12][CH:11]=[CH:10][CH:9]=4)[C:48]4[CH:51]=[CH:15][C:2]([Br:1])=[CH:3][CH:50]=4)=[C:38]4[C:33]=2[CH:34]=[CH:35][CH:36]=[CH:37]4)=[CH:27][CH:28]=[CH:29][CH:30]=3)=[CH:4][CH:3]=1. Procedure: Under an inert atmosphere, 4-bromobenzophenone (3.917 g, 15 mmol), and 9,10-bis-(diethylphosphonomethyl)anthracene (2.942 g, 6.15 mmol) were dissolved in tetrahydrofuran (40 g). At room temperature, tetrahydrofuran (16.38 g) solution of tert-butoxy potassium (2.070 g, 18.45 mmol) was added dropwise for 5 minutes, and successively stirred for 3.5 hours. The reaction mixture was charged into water (100 ml) and neutralized with 5% sulfuric acid. After neutralization, the crystal was filtrated and t... Starting materials: COc1cc2nccc(Cc3ccc4cc(Br)ccc4c3)c2cc1OC, Cc1ccccc1, C[Si](C)(C)[N-][Si](C)(C)C, CCOCC, Cl, [Li+], [Na+], O=C(C=Cc1ccccc1)C=Cc1ccccc1, O=C(C=Cc1ccccc1)C=Cc1ccccc1, O=C(C=Cc1ccccc1)C=Cc1ccccc1, [OH-], [Pd], [Pd]. Product: COc1cc2nccc(Cc3ccc4cc(N)ccc4c3)c2cc1OC. As a reaction SMILES: [Br:1][c:2]1[cH:3][c:4]2[cH:5][cH:6][c:7]([CH2:12][c:13]3[cH:14][cH:15][n:16][c:17]4[cH:18][c:19]([O:25][CH3:26])[c:20]([O:23][CH3:24])[cH:21][c:22]34)[cH:8][c:9]2[cH:10][cH:11]1.[CH3:27][c:28]1[cH:29][cH:30][cH:31][cH:32][cH:33]1.[CH3:35][Si:36]([N-:39][Si:37]([CH3:38])([CH3:40])[CH3:41])([CH3:42])[CH3:43].[CH3:46][CH2:47][O:48][CH2:49][CH3:50].[ClH:51].[Li+:34].[Na+:45].[O:54]=[C:55]([CH:56]=[CH:57][c:58]1[cH:59][cH:60][cH:61][cH:62][cH:63]1)[CH:64]=[CH:65][c:66]1[cH:67][cH:68][cH:69][cH:70][cH:71]1.[O:72]=[C:73]([CH:74]=[CH:75][c:76]1[cH:77][cH:78][cH:79][cH:80][cH:81]1)[CH:82]=[CH:83][c:84]1[cH:85][cH:86][cH:87][cH:88][cH:89]1.[O:90]=[C:91]([CH:92]=[CH:93][c:94]1[cH:95][cH:96][cH:97][cH:98][cH:99]1)[CH:100]=[CH:101][c:102]1[cH:103][cH:104][cH:105][cH:106][cH:107]1.[OH-:44].[Pd:52].[Pd:53]>>[c:2]1([NH2:39])[cH:3][c:4]2[cH:5][cH:6][c:7]([CH2:12][c:13]3[cH:14][cH:15][n:16][c:17]4[cH:18][c:19]([O:25][CH3:26])[c:20]([O:23][CH3:24])[cH:21][c:22]34)[cH:8][c:9]2[cH:10][cH:11]1. The reactants are O=C([O-])[O-], CCOC(=O)c1cc(O)c2cc(CC)oc2c1, [Cs+], [Cs+], [Cu]I, CN(C)C(=O)c1ccc(I)cc1, c1ccncc1. Yields the product CCOC(=O)c1cc(Oc2ccc(C(=O)N(C)C)cc2)c2cc(CC)oc2c1. As a reaction SMILES: [C:30](=[O:31])([O-:32])[O-:33].[CH2:1]([CH3:2])[c:3]1[o:4][c:5]2[c:6]([cH:7]1)[c:8]([OH:17])[cH:9][c:10]([C:12](=[O:13])[O:14][CH2:15][CH3:16])[cH:11]2.[Cs+:34].[Cs+:35].[Cu:42][I:43].[I:18][c:19]1[cH:20][cH:21][c:22]([C:23](=[O:24])[N:25]([CH3:26])[CH3:27])[cH:28][cH:29]1.[cH:36]1[cH:37][cH:38][n:39][cH:40][cH:41]1>>[CH2:1]([CH3:2])[c:3]1[o:4][c:5]2[c:6]([cH:7]1)[c:8]([O:17][c:19]1[cH:20][cH:21][c:22]([C:23](=[O:24])[N:25]([CH3:26])[CH3:27])[cH:28][cH:29]1)[cH:9][c:10]([C:12](=[O:13])[O:14][CH2:15][CH3:16])[cH:11]2. Starting materials: Fc1ccc(Br)cc1, N#Cc1ccccc1N, [Li]C(C)(C)C, C1CCOC1, CCOC(C)=O, Cl. Product: Nc1ccccc1C(=O)c1ccc(F)cc1. RXN SMILES: [Br:1][c:2]1[cH:3][cH:4][c:5]([F:8])[cH:6][cH:7]1.[C:14]([c:15]1[c:16]([NH2:17])[cH:18][cH:19][cH:20][cH:21]1)#[N:22].[C:9]([Li:10])([CH3:11])([CH3:12])[CH3:13].[CH2:24]1[CH2:27][CH2:26][CH2:25][O:28]1.[CH3:29][CH2:30][O:31][C:32](=[O:33])[CH3:34].[ClH:23]>>[c:2]1([C:14]([c:15]2[c:16]([NH2:17])[cH:18][cH:19][cH:20][cH:21]2)=[O:28])[cH:3][cH:4][c:5]([F:8])[cH:6][cH:7]1. Procedure: Hydrochloric acid (0.15 ml) was added to a mixture of 4-chloro-6,7-dimethoxy quinoline (335 mg) and N-(3-amino-4-methylphenyl)-3,4-dimethoxybenzamide (472 mg) in isopropanol (8 ml) and heated to 85° C. for 18 hours. After cooling to room temperature the precipitated solid was isolated and washed with isohexane to yield the title compound as a solid (180 mg, 24%); NMR: 2.31 (s, 3H), 3.82 (s, 6H), 3.97 (s, 3H), 3.99 (s, 3H), 6.75 (m, 1H), 7.06 (m, 1H), 7.25 (m, 1H), 7.42 (m, 2H), 7.51 (m, 1H), 7.5... As a reaction SMILES: Cl.[Cl:2][C:3]1[C:12]2[C:7](=[CH:8][C:9]([O:15][CH3:16])=[C:10]([O:13][CH3:14])[CH:11]=2)[N:6]=[CH:5][CH:4]=1.[NH2:17][C:18]1[CH:19]=[C:20]([NH:25][C:26](=[O:37])[C:27]2[CH:32]=[CH:31][C:30]([O:33][CH3:34])=[C:29]([O:35][CH3:36])[CH:28]=2)[CH:21]=[CH:22][C:23]=1[CH3:24]>C(O)(C)C>[ClH:2].[CH3:24][C:23]1[CH:22]=[CH:21][C:20]([NH:25][C:26](=[O:37])[C:27]2[CH:32]=[CH:31][C:30]([O:33][CH3:34])=[C:29]([O:35][CH3:36])[CH:28]=2)=[CH:19][C:18]=1[NH:17][C:3]1[C:12]2[C:7](=[CH:8][C:9]([O:15][CH3:16])=[C:10]([O:13][CH3:14])[CH:11]=2)[N:6]=[CH:5][CH:4]=1 |f:4.5|. Run in C(C)(C)O (isopropanol). Isolated yield 23.6%. Reactants: Cl (Hydrochloric acid), ClC1=CC=NC2=CC(=C(C=C12)OC)OC (4-chloro-6,7-dimethoxy quinoline), NC=1C=C(C=CC1C)NC(C1=CC(=C(C=C1)OC)OC)=O (N-(3-amino-4-methylphenyl)-3,4-dimethoxybenzamide). Conditions: temperature 85 celsius. Yields the product Cl.CC1=C(NC2=CC=NC3=CC(=C(C=C23)OC)OC)C=C(C=C1)NC(C1=CC(=C(C=C1)OC)OC)=O (4-[2-Methyl-5-(3,4-dimethoxybenzamido)anilino]-6,7-dimethoxyquinoline hydrochloride). Starting materials: CCI, CN(C)C=O, CCOC(C)=O, O=C(Nc1ccc(C(F)(F)F)cc1CN(Cc1cc(C(F)(F)F)cc(C(F)(F)F)c1)c1ncc(Br)cn1)OCc1ccccc1, [H-], [Na+], O. The product is CCN(C(=O)OCc1ccccc1)c1ccc(C(F)(F)F)cc1CN(Cc1cc(C(F)(F)F)cc(C(F)(F)F)c1)c1ncc(Br)cn1. As a reaction SMILES: [CH2:48]([CH3:49])[I:50].[CH3:52][N:53]([CH3:54])[CH:55]=[O:56].[CH3:57][CH2:58][O:59][C:60](=[O:61])[CH3:62].[F:1][C:2]([c:3]1[cH:4][c:5]([CH2:6][N:7]([c:8]2[n:9][cH:10][c:11]([Br:14])[cH:12][n:13]2)[CH2:15][c:16]2[c:17]([NH:26][C:27]([O:28][CH2:29][c:30]3[cH:31][cH:32][cH:33][cH:34][cH:35]3)=[O:36])[cH:18][cH:19][c:20]([C:22]([F:23])([F:24])[F:25])[cH:21]2)[cH:37][c:38]([C:40]([F:41])([F:42])[F:43])[cH:39]1)([F:44])[F:45].[H-:46].[Na+:47].[OH2:51]>>[F:1][C:2]([c:3]1[cH:4][c:5]([CH2:6][N:7]([c:8]2[n:9][cH:10][c:11]([Br:14])[cH:12][n:13]2)[CH2:15][c:16]2[c:17]([N:26]([C:27]([O:28][CH2:29][c:30]3[cH:31][cH:32][cH:33][cH:34][cH:35]3)=[O:36])[CH2:48][CH3:49])[cH:18][cH:19][c:20]([C:22]([F:23])([F:24])[F:25])[cH:21]2)[cH:37][c:38]([C:40]([F:41])([F:42])[F:43])[cH:39]1)([F:44])[F:45].